From a dataset of the Open Reaction Database (ORD), a public repository of structured organic reaction records. describe an organic reaction: reactants, conditions, products, and yield Starting materials: Cl (hydrochloric acid), COC1=CC=C(C=C1)CC(C)=NO (4-methoxyphenylacetone oxime), Cl (hydrochloric acid), [BH3-]C#N.[Na+] (NaBH3CN), Cl (hydrochloric acid). Solvent: CO (methanol). Run at time 8 hour. Yields the product Cl.COC1=CC=C(C=C1)CC(C)NO (N-(2-(4-Methoxyphenyl)-1-methylethyl)hydroxylamine hydrochloride). RXN SMILES: [CH3:1][O:2][C:3]1[CH:8]=[CH:7][C:6]([CH2:9][C:10](=[N:12][OH:13])[CH3:11])=[CH:5][CH:4]=1.[ClH:14].[BH3-]C#N.[Na+]>CO>[ClH:14].[CH3:1][O:2][C:3]1[CH:8]=[CH:7][C:6]([CH2:9][CH:10]([NH:12][OH:13])[CH3:11])=[CH:5][CH:4]=1 |f:2.3,5.6|. Procedure details: 23.7 g (0.13 mol) of 4-methoxyphenylacetone oxime were dissolved in 200 ml of methanol and the solution was brought to pH 3 with dilute hydrochloric acid. 8.3 g (0.13 mol) of NaBH3CN were then introduced in portions, the pH being kept at 3 by simultaneous addition of dilute hydrochloric acid. The mixture was subsequently stirred overnight at room temperature, the pH was brought to 1 with hydrochloric acid and the mixture was evaporated. The aqueous residue was extracted with methylene chloride (...